Dataset: the Open Reaction Database (ORD), a public repository of structured organic reaction records. Task: describe an organic reaction: reactants, conditions, products, and yield Starting materials: [BH3-]C#N, CO, COc1cccc2c1CCCC2=O, Cl, [Na+]. Yields the product COc1cccc2c1CCCC2N, Cl. As a reaction SMILES: [C:14](#[N:15])[BH3-:16].[CH3:19][OH:20].[CH3:1][O:2][c:3]1[c:4]2[c:9]([cH:10][cH:11][cH:12]1)[C:8](=[O:13])[CH2:7][CH2:6][CH2:5]2.[ClH:18].[Na+:17]>>[CH3:1][O:2][c:3]1[c:4]2[c:9]([cH:10][cH:11][cH:12]1)[CH:8]([NH2:15])[CH2:7][CH2:6][CH2:5]2.[ClH:18]. Reactants: CC(=O)OI1(C=2C=CC=CC2C(=O)O1)(OC(=O)C)OC(=O)C (Dess-Martin periodinane), C(C)(C)[Mg]Cl.[Li+].[Cl-] (iPrMgCl LiCl), S1C=NC=C1 (thiazole), C(=O)C1CC(C(CC1)C(=O)OCC)C (ethyl 4-formyl-2-methylcyclohexanecarboxylate). The solvent is C1CCOC1 (THF), C(=O)(O)[O-].[Na+] (NaHCO3), S(=O)([O-])[O-].[Na+].[Na+] (sodium sulfite), ClCCl (dichloromethane). Conditions: temperature 15 celsius, time 30 minute. The product is CC1C(CCC(C1)C(=O)C=1SC=CN1)C(=O)OCC (ethyl 2-methyl-4-(1,3-thiazol-2-ylcarbonyl)cyclohexanecarboxylate). Reaction SMILES: C([Mg]Cl)(C)C.[Li+].[Cl-].[S:8]1[CH:12]=[CH:11][N:10]=[CH:9]1.[CH:13]([CH:15]1[CH2:20][CH2:19][CH:18]([C:21]([O:23][CH2:24][CH3:25])=[O:22])[CH:17]([CH3:26])[CH2:16]1)=[O:14].CC(OI1(OC(C)=O)(OC(C)=O)OC(=O)C2C=CC=CC1=2)=O>C1COCC1.C([O-])(O)=O.[Na+].S([O-])([O-])=O.[Na+].[Na+].ClCCl>[CH3:26][CH:17]1[CH2:16][CH:15]([C:13]([C:9]2[S:8][CH:12]=[CH:11][N:10]=2)=[O:14])[CH2:20][CH2:19][CH:18]1[C:21]([O:23][CH2:24][CH3:25])=[O:22] |f:0.1.2,7.8,9.10.11|. Reported procedure: To a cooled solution of iPrMgCl—LiCl (1.3 M in THF, 187 mL, 243 mmol) at −5° C. was added thiazole (17.4 mL, 243 mmol) at such a rate that the internal temperature did not exceed 5° C. The resulting slurry was warmed to 15° C. over 15 minutes, and then cooled to −10° C. To the reaction mixture was added ethyl 4-formyl-2-methylcyclohexanecarboxylate (41 g, 207 mmol) as a solution in THF (100 mL) at such a rate the internal temperature did not exceed 5° C. The reaction mixture was stirred for 30 m... Procedure: The title compound was prepared using the procedure described in Example 222B using 4-[(trifluoromethyl)thio]benzylamine and 2-(5-isoquinolinyl)-2-methylpropanoic acid instead of 4-(trifluoromethoxy)benzylamine and 5-isoquinolinylacetic acid. MS (ESI+) m/z 405 (M+H)+; MS (ESI−) m/z 403 (M−H)−; 1H NMR (DMSO, 300 MHz) δ 1.57 (s, 3H), 1.64 (s, 3H), 4.33 (d, J 6.1, 2H), 6.57 (s, 1H), 7.18 (m, 1H), 7.33 (m, 1H), 7.52 (m, 2H), 7.82 (m, 1H), 8.11 (m, 1H), 8.36 (d, J 7.8, 1H), 8.57 (m, 1H), 9.42 (s, 1H)... Reactants: FC(SC1=CC=C(CN)C=C1)(F)F (4-[(trifluoromethyl)thio]benzylamine), C1=NC=CC2=C(C=CC=C12)C(C(=O)O)(C)C (2-(5-isoquinolinyl)-2-methylpropanoic acid), C1=NC=CC2=C(C=CC=C12)CC(=O)O (5-isoquinolinylacetic acid). Product: C1=NC=CC2=C(C=CC=C12)C(C(=O)NCC1=CC=C(C=C1)SC(F)(F)F)(C)C (2-(5-isoquinolinyl)-2-methyl-N-{4-[(trifluoromethyl)thio]benzyl}propanamide). As a reaction SMILES: [F:1][C:2]([F:13])([F:12])[S:3][C:4]1[CH:11]=[CH:10][C:7]([CH2:8][NH2:9])=[CH:6][CH:5]=1.[CH:14]1[C:23]2[C:18](=[C:19]([C:24]([CH3:29])([CH3:28])[C:25](O)=[O:26])[CH:20]=[CH:21][CH:22]=2)[CH:17]=[CH:16][N:15]=1.C1C2C(=C(CC(O)=O)C=CC=2)C=CN=1>>[CH:14]1[C:23]2[C:18](=[C:19]([C:24]([CH3:29])([CH3:28])[C:25]([NH:9][CH2:8][C:7]3[CH:10]=[CH:11][C:4]([S:3][C:2]([F:12])([F:1])[F:13])=[CH:5][CH:6]=3)=[O:26])[CH:20]=[CH:21][CH:22]=2)[CH:17]=[CH:16][N:15]=1. Starting materials: [Li]CCCC, C1CCOC1, COc1ccc(S)cc1, CC(C)(C)OC(=O)C(=CCCCCc1ccccc1)CO. Product: COc1ccc(SC(CCCCc2ccccc2)C(CO)C(=O)OC(C)(C)C)cc1. RXN SMILES: [CH2:1]([Li:2])[CH2:3][CH2:4][CH3:5].[CH2:36]1[O:37][CH2:38][CH2:39][CH2:40]1.[CH3:6][O:7][c:8]1[cH:9][cH:10][c:11]([SH:14])[cH:12][cH:13]1.[OH:15][CH2:16][C:17]([C:18](=[O:19])[O:20][C:21]([CH3:22])([CH3:23])[CH3:24])=[CH:25][CH2:26][CH2:27][CH2:28][CH2:29][c:30]1[cH:31][cH:32][cH:33][cH:34][cH:35]1>>[CH3:6][O:7][c:8]1[cH:9][cH:10][c:11]([S:14][CH:25]([CH:17]([CH2:16][OH:15])[C:18](=[O:19])[O:20][C:21]([CH3:22])([CH3:23])[CH3:24])[CH2:26][CH2:27][CH2:28][CH2:29][c:30]2[cH:31][cH:32][cH:33][cH:34][cH:35]2)[cH:12][cH:13]1. Reactants: N1C=NC=2CNCCC21 (4,5,6,7-tetrahydroimidazo[4,5-c]pyridine), C1(CCCCC1)CCCCC(=O)O (5-cyclohexylpentanoic acid). Solvent: C(Cl)Cl (DCM), C(Cl)Cl (DCM), C(Cl)Cl (DCM). Run at time 16 hour. Product: C1(CCCCC1)CCCCC(=O)N1CC2=C(CC1)NC=N2 (5-(5-Cyclohexylpentanoyl)-4,5,6,7-tetrahydroimidazo[4,5-c]pyridine). As a reaction SMILES: [CH:1]1([CH2:7][CH2:8][CH2:9][CH2:10][C:11]([OH:13])=O)[CH2:6][CH2:5][CH2:4][CH2:3][CH2:2]1.[NH:14]1[C:22]2[CH2:21][CH2:20][NH:19][CH2:18][C:17]=2[N:16]=[CH:15]1>C(Cl)Cl>[CH:1]1([CH2:7][CH2:8][CH2:9][CH2:10][C:11]([N:19]2[CH2:20][CH2:21][C:22]3[NH:14][CH:15]=[N:16][C:17]=3[CH2:18]2)=[O:13])[CH2:2][CH2:3][CH2:4][CH2:5][CH2:6]1. Reported procedure: To a solution of 5-cyclohexylpentanoic acid (0.94 g, 5.10 mmol) in DCM (4 mL) carbonyldiimidazole (0.83 g, 5.12 mmol) was added. The resulting mixture was stirred at room temperature for 16 h and then added to a solution of 4,5,6,7-tetrahydroimidazo[4,5-c]pyridine (5.10 mmol) in DCM (4 mL). After 2.5 h DCM (50 mL) was added and the mixture was washed with water (3×15 mL). The organic layer was then dried (MgSO4) and concentrated. The crude product was purified by column chromatography (silica ge... The reactants are CC=1N=COC1C (4,5-dimethyl-oxazole), C(C)OC(N(CC=1C=NC(=CC1)C)C1=C(C(=NC(=C1)Br)N)[N+](=O)[O-])=O ((2-amino-6-bromo-3-nitro-pyridin-4-yl)-(6-methyl-pyridin-3-ylmethyl)-carbamic acid ethyl ester). Product: C(C)OC(N(CC=1C=NC(=CC1)C)C1=C(C(=NC(=C1)C=1OC(=C(N1)C)C)N)[N+](=O)[O-])=O ([2-Amino-6-(4,5-dimethyl-oxazol-2-yl )-3-nitro-pyridin-4-yl]-(6-methyl-pyridin-3-ylmethyl)-carbamic acid ethyl ester), product. RXN SMILES: [CH3:1][C:2]1[N:3]=[CH:4][O:5][C:6]=1[CH3:7].[CH2:8]([O:10][C:11](=[O:32])[N:12]([C:21]1[CH:26]=[C:25](Br)[N:24]=[C:23]([NH2:28])[C:22]=1[N+:29]([O-:31])=[O:30])[CH2:13][C:14]1[CH:15]=[N:16][C:17]([CH3:20])=[CH:18][CH:19]=1)[CH3:9]>>[CH2:8]([O:10][C:11](=[O:32])[N:12]([C:21]1[CH:26]=[C:25]([C:4]2[O:5][C:6]([CH3:7])=[C:2]([CH3:1])[N:3]=2)[N:24]=[C:23]([NH2:28])[C:22]=1[N+:29]([O-:31])=[O:30])[CH2:13][C:14]1[CH:15]=[N:16][C:17]([CH3:20])=[CH:18][CH:19]=1)[CH3:9]. Reported procedure: The title compound was prepared following the example in preparation 70, using 4,5-dimethyl-oxazole (47 mg) and (2-amino-6-bromo-3-nitro-pyridin-4-yl)-(6-methyl-pyridin-3-ylmethyl)-carbamic acid ethyl ester (100 mg), giving the product (75 mg) as a yellow gum. Reactants: C(C)(=O)[O-].[NH4+] (ammonium acetate), C(=O)(OCC)CC1=C2CC(C(C2=CC=C1)=O)N1C(=NC(=C1)C1=C(C=CC=C1)C(=O)OCC)C(=O)OCC (ethyl 1-(4-carbethoxymethyl-1-oxoindan-2-yl)-4-(2-carbethoxyphenyl)imidazole-2-carboxylate), C(C)(=O)O (acetic acid). The solvent is C(Cl)Cl (methylene chloride). Conditions: time 30 minute. Yields the product C(=O)(OCC)C1=C(C=CC=C1)C=1N=C2N(C3=C(NC2=O)C=2C=CC=C(C2C3)CC(=O)OCC)C1 (ethyl 2-(2-carbethoxyphenyl)-4-oxo-4,5-dihydro-10H-imidazo[1,2-a]indeno[1,2-e]pyrazine-9-acetate). As a reaction SMILES: [C:1]([O-:4])(=[O:3])[CH3:2].[NH4+:5].[C:6]([CH2:11][C:12]1[CH:20]=[CH:19][CH:18]=[C:17]2[C:13]=1[CH2:14][CH:15]([N:22]1[CH:26]=[C:25]([C:27]3[CH:32]=[CH:31][CH:30]=[CH:29]C=3C(OCC)=O)[N:24]=[C:23]1[C:38](OCC)=[O:39])[C:16]2=O)([O:8][CH2:9][CH3:10])=[O:7].[C:43](O)(=O)[CH3:44]>C(Cl)Cl>[C:1]([C:2]1[CH:29]=[CH:30][CH:31]=[CH:32][C:27]=1[C:25]1[N:24]=[C:23]2[C:38](=[O:39])[NH:5][C:16]3[C:17]4[CH:18]=[CH:19][CH:20]=[C:12]([CH2:11][C:6]([O:8][CH2:9][CH3:10])=[O:7])[C:13]=4[CH2:14][C:15]=3[N:22]2[CH:26]=1)([O:4][CH2:43][CH3:44])=[O:3] |f:0.1|. Procedure details: 3.07 g of ammonium acetate are added to a solution of 2.15 g of ethyl 1-(4-carbethoxymethyl-1-oxoindan-2-yl)-4-(2-carbethoxyphenyl)imidazole-2-carboxylate in 25 ml of acetic acid and the mixture is stirred for 4 hours 30 minutes at boiling temperature and then concentrated to dryness under reduced pressure (15 mm Hg; 2 kPa) at 50° C. The product obtained is dissolved in 100 ml of methylene chloride and the solution is washed 3 times with a total of 150 ml of distilled water, dried over anhydrous... Starting materials: N(C1=CC=CC=C1)C1CCN(CC1)CC1=CC(=NC=C1)C1=CC(=C(C(=C1)OC)Cl)OC (4-Anilino-1-[[2-(4-chloro-3,5-dimethoxyphenyl)pyridin-4-yl]methyl]piperidine), ClC1=C(C=C(C=C1OC)C1=NC=CC(=C1)CCl)OC (2-(4-chloro-3,5-dimethoxyphenyl)-4-chloromethylpyridine). Yields the product Cl.Cl.Cl.ClC1=C(C=C(C=C1OC)C1=NC=CC(=C1)CN1CCC(CC1)N(C1=CC=CC=C1)CC1=CC(=NC=C1)C1=CC(=C(C(=C1)OC)Cl)OC)OC (1-[[2-(4-Chloro-3,5-dimethoxyphenyl)pyridin-4-yl]methyl]-4-[N-[[2-(4-chloro-3,5-dimethoxyphenyl)pyridin-4-yl]methyl]-N-phenylamino]piperidine Trihydrochloride). RXN SMILES: [NH:1]([CH:8]1[CH2:13][CH2:12][N:11]([CH2:14][C:15]2[CH:20]=[CH:19][N:18]=[C:17]([C:21]3[CH:26]=[C:25]([O:27][CH3:28])[C:24]([Cl:29])=[C:23]([O:30][CH3:31])[CH:22]=3)[CH:16]=2)[CH2:10][CH2:9]1)[C:2]1[CH:7]=[CH:6][CH:5]=[CH:4][CH:3]=1.[Cl:32][C:33]1[C:38]([O:39][CH3:40])=[CH:37][C:36]([C:41]2[CH:46]=[C:45]([CH2:47]Cl)[CH:44]=[CH:43][N:42]=2)=[CH:35][C:34]=1[O:49][CH3:50]>>[ClH:29].[ClH:32].[ClH:29].[Cl:29][C:24]1[C:23]([O:30][CH3:31])=[CH:22][C:21]([C:17]2[CH:16]=[C:15]([CH2:14][N:11]3[CH2:12][CH2:13][CH:8]([N:1]([CH2:47][C:45]4[CH:44]=[CH:43][N:42]=[C:41]([C:36]5[CH:37]=[C:38]([O:39][CH3:40])[C:33]([Cl:32])=[C:34]([O:49][CH3:50])[CH:35]=5)[CH:46]=4)[C:2]4[CH:7]=[CH:6][CH:5]=[CH:4][CH:3]=4)[CH2:9][CH2:10]3)[CH:20]=[CH:19][N:18]=2)=[CH:26][C:25]=1[O:27][CH3:28] |f:2.3.4.5|. Procedure: 4-Anilino-1-[[2-(4-chloro-3,5-dimethoxyphenyl)pyridin-4-yl]methyl]piperidine (230 mg) and 2-(4-chloro-3,5-dimethoxyphenyl)-4-chloromethylpyridine (157 mg) were condensed in the same manner as described in Example 9. The title compound was obtained as yellow powder after converting a free base to a trihydrochloride. Reactants: FC=1C=C(C=C(C1)OC1OCCCC1)C12OCC(CC1)(CC2)CI (1-(3-fluoro-5-(tetrahydro-2H-pyran-2-yloxy)phenyl)-4-(iodomethyl)-2-oxabicyclo[2.2.2]octane), C1COCCOCCOCCOCCOCCO1 (18-crown-6), [C-]#N.[Na+] (NaCN). The solvent is CN(C)C=O (DMF). Conditions: temperature 40 celsius, time 18 hour. Product: FC=1C=C(C=C(C1)OC1OCCCC1)C12OCC(CC1)(CC2)CC#N (2-(1-(3-Fluoro-5-(tetrahydro-2H-pyran-2-yloxy)phenyl)-2-oxabicyclo[2.2.2]octan-4-yl)acetonitrile). Yield: 98.8%. Reaction SMILES: [F:1][C:2]1[CH:3]=[C:4]([C:15]23[CH2:22][CH2:21][C:18]([CH2:23]I)([CH2:19][CH2:20]2)[CH2:17][O:16]3)[CH:5]=[C:6]([O:8][CH:9]2[CH2:14][CH2:13][CH2:12][CH2:11][O:10]2)[CH:7]=1.C1OCCOCCOCCOCCOCCOC1.[C-:43]#[N:44].[Na+]>CN(C=O)C>[F:1][C:2]1[CH:3]=[C:4]([C:15]23[CH2:22][CH2:21][C:18]([CH2:23][C:43]#[N:44])([CH2:19][CH2:20]2)[CH2:17][O:16]3)[CH:5]=[C:6]([O:8][CH:9]2[CH2:14][CH2:13][CH2:12][CH2:11][O:10]2)[CH:7]=1 |f:2.3|. Reported procedure: A mixture of 1-(3-fluoro-5-(tetrahydro-2H-pyran-2-yloxy)phenyl)-4-(iodomethyl)-2-oxabicyclo[2.2.2]octane (732 mg, 1.640 mmol), 18-crown-6 (43 mg, 0.164 mmol), and NaCN (88 mg, 1.80 mmol) in DMF (1 mL) was stirred at 40° C. under N2 for 18 h. The reaction was cooled to rt and filtered. The filtrate was concentrated in vacuo. The residue was taken up in DCM (50 mL) and filtered. The residual solid was washed with DCM (10 mL×2). The combined organic filtrates were concentrated in vacuo. The crude o...